From a dataset of the Open Reaction Database (ORD), a public repository of structured organic reaction records. describe an organic reaction: reactants, conditions, products, and yield Starting materials: C1(CCCCC1)C1=CC=C(C=C1)S(=O)(=O)NC1=C(SC=C1)C(=O)OC (Methyl 3-(4-cyclohexylphenylsulfonamido)thiophene-2-carboxylate), [OH-].[Na+] (sodium hydroxide). Run in O1CCCC1 (tetrahydrofuran), CO (methanol). Conditions: temperature 80 celsius. Yields the product C1(CCCCC1)C1=CC=C(C=C1)S(=O)(=O)NC1=C(SC=C1)C(=O)O (3-(4-Cyclohexylphenylsulfonamido)thiophene-2-carboxylic acid). Isolated yield 73.1%. Reaction SMILES: [CH:1]1([C:7]2[CH:12]=[CH:11][C:10]([S:13]([NH:16][C:17]3[CH:21]=[CH:20][S:19][C:18]=3[C:22]([O:24]C)=[O:23])(=[O:15])=[O:14])=[CH:9][CH:8]=2)[CH2:6][CH2:5][CH2:4][CH2:3][CH2:2]1.[OH-].[Na+]>O1CCCC1.CO>[CH:1]1([C:7]2[CH:8]=[CH:9][C:10]([S:13]([NH:16][C:17]3[CH:21]=[CH:20][S:19][C:18]=3[C:22]([OH:24])=[O:23])(=[O:15])=[O:14])=[CH:11][CH:12]=2)[CH2:2][CH2:3][CH2:4][CH2:5][CH2:6]1 |f:1.2|. Procedure: To a solution of 128 (0.55 g; 1.46 mmol) in tetrahydrofuran (20 mL) and methanol (7 mL) was added aqueous sodium hydroxide (20 mL; 2N) and then heated at 80° C. for 16 hours. The reaction mixture was allowed to cool to room temperature and then extracted with diethyl ether (20 mL). The aqueous layer was separated and acidified with aqueous hydrochloric acid (15 mL; 2N) then extracted with ethyl acetate (2×20 mL). The combined organic phases were dried over magnesium sulfate, filtered, and concen...